This data is from the Open Reaction Database (ORD), a public repository of structured organic reaction records. The task is: describe an organic reaction: reactants, conditions, products, and yield Reactants: COC(=O)C=1C=C2C=CN(C2=CC1)CC1=CC=C(C=C1)[N+](=O)[O-] (1-(4-nitro-benzyl)-1H-indole-5-carboxylic acid methyl ester), C(C)(C)(C)C1=CC=C(C=C1)S(=O)(=O)Cl (4-tert-butylbenzene sulfonyl chloride). Product: C(C)(C)(C)C1=CC=C(C=C1)S(=O)(=O)NC1=CC=C(CN2C=CC3=CC(=CC=C23)C(=O)O)C=C1 (1-(4-{[(4-tert-butylphenyl)sulfonyl]amino}benzyl)-1H-indole-5-carboxylic acid). Reaction SMILES: C[O:2][C:3]([C:5]1[CH:6]=[C:7]2[C:11](=[CH:12][CH:13]=1)[N:10]([CH2:14][C:15]1[CH:20]=[CH:19][C:18]([N+:21]([O-])=O)=[CH:17][CH:16]=1)[CH:9]=[CH:8]2)=[O:4].[C:24]([C:28]1[CH:33]=[CH:32][C:31]([S:34](Cl)(=[O:36])=[O:35])=[CH:30][CH:29]=1)([CH3:27])([CH3:26])[CH3:25]>>[C:24]([C:28]1[CH:33]=[CH:32][C:31]([S:34]([NH:21][C:18]2[CH:19]=[CH:20][C:15]([CH2:14][N:10]3[C:11]4[C:7](=[CH:6][C:5]([C:3]([OH:2])=[O:4])=[CH:13][CH:12]=4)[CH:8]=[CH:9]3)=[CH:16][CH:17]=2)(=[O:36])=[O:35])=[CH:30][CH:29]=1)([CH3:27])([CH3:25])[CH3:26]. Reported procedure: The title compound was prepared from 1-(4-nitro-benzyl)-1H-indole-5-carboxylic acid methyl ester and 4-tert-butylbenzene sulfonyl chloride followed the procedure of Example 3 Step 2 as a light brown solid: 1H NMR (DMSO-d6) δ 1.24 (s, 9H), 5.33 (s, 2H), 6.59 (d, J=3.2 Hz, 1H), 7.02 (d, J=8.7 Hz, 2H), 7.07 (d, J=8.7 Hz, 2H), 7.45 (d, J=8.7 Hz, 1H), 7.51-7.54 (m, 3H), 7.65 (d, J=8.5 Hz, 2H), 7.69 (d, J=1.7 Hz, 1H), 8.21 (d, J=1.3 Hz, 1H), 10.23 (br s, 1H), 12.39 (br s, 1H); MS (ESI) m/z 463 (MH+), ... Reactants: ClC1=C(C=C(C=C1[N+](=O)[O-])C(C)=O)[N+](=O)[O-] (4'-chloro-3',5'-dinitroacetophenone), C1=CC=CC=C1 (benzene). The solvent is C(CC)NCCC (di-n-propylamine). Yields the product [N+](=O)([O-])C=1C=C(C=C(C1N(CCC)CCC)[N+](=O)[O-])C(C)=O (3',5'-Dinitro-4'-(di-n-propylamino)acetophenone). Reaction SMILES: Cl[C:2]1[C:7]([N+:8]([O-:10])=[O:9])=[CH:6][C:5]([C:11](=[O:13])[CH3:12])=[CH:4][C:3]=1[N+:14]([O-:16])=[O:15].[CH:17]1[CH:22]=[CH:21]C=CC=1>C(NCCC)CC>[N+:14]([C:3]1[CH:4]=[C:5]([C:11](=[O:13])[CH3:12])[CH:6]=[C:7]([N+:8]([O-:10])=[O:9])[C:2]=1[N:8]([CH2:17][CH2:22][CH3:21])[CH2:7][CH2:6][CH3:5])([O-:16])=[O:15]. Procedure: To a solution of 8.9 grams (0.0365 mole) of 4'-chloro-3',5'-dinitroacetophenone in 100 milliliters of benzene, 51 milliliters of di-n-propylamine was slowly added with stirring. The resulting mixture was refluxed for 3 hours. The precipitated dipropylamine hydrochloride was separated by filtration. Evaporation of the filtrate to dryness in vacuo yielded a brown solid weighing 11.5 grams (94.5 percent of the theory). Recrystallization from hexane yielded 8.5 grams of an orange colored crystalline...